From a dataset of the Open Reaction Database (ORD), a public repository of structured organic reaction records. describe an organic reaction: reactants, conditions, products, and yield Reactants: C(C1=CC=CC=C1)C=1C=NC2=C(C=CC=C2C1C=1C=C(C=CC1)N)C(F)(F)F (3-(3-benzyl-8-trifluoromethyl-quinolin-4-yl)-phenylamine), FC(OC1=CC=C(C=O)C=C1)(F)F (4-trifluoromethoxy-benz aldehyde). Yields the product C(C1=CC=CC=C1)C=1C=NC2=C(C=CC=C2C1C=1C=C(C=CC1)NCC1=CC=C(C=C1)OC(F)(F)F)C(F)(F)F ({3-[3-BENZYL-8-(TRIFLUOROMETHYL)QUINOLIN-4-YL]PHENYL}[4-(TRIFLUOROMETHOXY)BENZYL]AMINE). As a reaction SMILES: [CH2:1]([C:8]1[CH:9]=[N:10][C:11]2[C:16]([C:17]=1[C:18]1[CH:19]=[C:20]([NH2:24])[CH:21]=[CH:22][CH:23]=1)=[CH:15][CH:14]=[CH:13][C:12]=2[C:25]([F:28])([F:27])[F:26])[C:2]1[CH:7]=[CH:6][CH:5]=[CH:4][CH:3]=1.[F:29][C:30]([F:41])([F:40])[O:31][C:32]1[CH:39]=[CH:38][C:35]([CH:36]=O)=[CH:34][CH:33]=1>>[CH2:1]([C:8]1[CH:9]=[N:10][C:11]2[C:16]([C:17]=1[C:18]1[CH:19]=[C:20]([NH:24][CH2:36][C:35]3[CH:38]=[CH:39][C:32]([O:31][C:30]([F:29])([F:40])[F:41])=[CH:33][CH:34]=3)[CH:21]=[CH:22][CH:23]=1)=[CH:15][CH:14]=[CH:13][C:12]=2[C:25]([F:28])([F:26])[F:27])[C:2]1[CH:3]=[CH:4][CH:5]=[CH:6][CH:7]=1. Procedure details: This compound was prepared according to the procedure of example 66, substituting 3-(3-benzyl-8-trifluoromethyl-quinolin-4-yl)-phenylamine and 4-trifluoromethoxy-benz aldehyde. MS (ESI) m/z 551. Reactants: CC1CC(=O)OCC1 (β-methyl-δ-valerolactone), Br (hydrogen bromide). Run in ClCCl (dichloromethane), ClCCl (dichloromethane). Run at time 3 day. The product is BrCCC(CC(=O)O)C (5-Bromo-3-Methylpentanoic Acid). As a reaction SMILES: [CH3:1][CH:2]1[CH2:8][CH2:7][O:6][C:4](=[O:5])[CH2:3]1.[BrH:9]>ClCCl>[Br:9][CH2:7][CH2:8][CH:2]([CH3:1])[CH2:3][C:4]([OH:6])=[O:5]. Procedure: A solution of β-methyl-δ-valerolactone (3.0 g) in anhydrous dichloromethane (30 ml), cooled to 0-5° C., was saturated with hydrogen bromide gas and the mixture was stirred for three days at room temperature. The mixture was diluted with dichloromethane (100 ml) and the resulting solution was washed with 10-% NaCl (3×30 ml). Next the solution was dried with anhydrous MgSO4 and the solvent was distilled under reduced pressure, Yield 4.6 g. NMR ˜100% pure product. Starting materials: [BH4-].[Na+] (sodium borohydride), CC1=CC=C(C(=O)C2C(C2)C#N)C=C1 (2-(4-Methylbenzoyl)cyclopropanecarbonitrile), O (water). Run in C(C)O (ethanol), C(C)(=O)OCC (ethyl acetate). Run at temperature 40 celsius, time 2 hour. Product: OC(C1C(C1)C#N)C1=CC=C(C=C1)C (2-[Hydroxy(4-methylphenyl)methyl]cyclopropanecarbonitrile). Reaction SMILES: [BH4-].[Na+].[CH3:3][C:4]1[CH:16]=[CH:15][C:7]([C:8]([CH:10]2[CH2:12][CH:11]2[C:13]#[N:14])=[O:9])=[CH:6][CH:5]=1.O>C(O)C.C(OCC)(=O)C>[OH:9][CH:8]([C:7]1[CH:6]=[CH:5][C:4]([CH3:3])=[CH:16][CH:15]=1)[CH:10]1[CH2:12][CH:11]1[C:13]#[N:14] |f:0.1|. Procedure: 607 mg (16.0 mmol) of sodium borohydride were added to 2.70 g (14.6 mmol) of the compound from Example 126A in 60 ml of ethanol and 16 ml of ethyl acetate under argon, and the mixture was stirred at 40° C. for 2 h. The reaction mixture was added to water and extracted with dichloromethane, and the organic phase was washed with water, dried over magnesium sulfate, filtered and concentrated. The crude product was purified by flash chromatography on silica gel (mobile phase: toluene/ethyl acetate g... Reactants: BrC1=C(CN2C3=NC(=NC(=C3N=C2)Cl)NC(C)=O)C=C(C(=C1OC)OC)OC (N-[9-(2-bromo-3,4,5-trimethoxy-benzyl)-6-chloro-9H-purin-2-yl]-acetamide), [H-].[Na+] (NaH), CI (MeI). Run in CN(C)C=O (DMF). Run at time 15 minute. The product is BrC1=C(CN2C3=NC(=NC(=C3N=C2)Cl)N(C(C)=O)C)C=C(C(=C1OC)OC)OC (N-[9-(2-bromo-3,4,5-trimethoxy-benzyl)-6-chloro-9H-purin-2-yl]-N-methyl-acetamide). RXN SMILES: [Br:1][C:2]1[C:22]([O:23][CH3:24])=[C:21]([O:25][CH3:26])[C:20]([O:27][CH3:28])=[CH:19][C:3]=1[CH2:4][N:5]1[CH:13]=[N:12][C:11]2[C:6]1=[N:7][C:8]([NH:15][C:16](=[O:18])[CH3:17])=[N:9][C:10]=2[Cl:14].[H-].[Na+].[CH3:31]I>CN(C=O)C>[Br:1][C:2]1[C:22]([O:23][CH3:24])=[C:21]([O:25][CH3:26])[C:20]([O:27][CH3:28])=[CH:19][C:3]=1[CH2:4][N:5]1[CH:13]=[N:12][C:11]2[C:6]1=[N:7][C:8]([N:15]([CH3:31])[C:16](=[O:18])[CH3:17])=[N:9][C:10]=2[Cl:14] |f:1.2|. Reported procedure: A mixture of N-[9-(2-bromo-3,4,5-trimethoxy-benzyl)-6-chloro-9H-purin-2-yl]-acetamide and NaH in DMF was stirred at r.t. for 15 min, before adding MeI. Stirring was prolonged for 2 h at 50° C. Work-up and purification by preparative TLC (EtOAc:hexane 1:1) gave the title compound. HPLC Rt: 6.422 min. 1H-NMR (CDCl3): δ 8.20 (s, 1H), 6.80 (s, 1H), 5.45 (s, 2H), 3.93 (s, 3H), 3.90 (s, 3H), 3.82 (s, 3H), 3.57 (s, 3H), 2.51 (s, 3H). Reactants: BrC=1C=C2C(=CN(C2=CC1)[Si](C(C)C)(C(C)C)C(C)C)C1CCN(CC1)C (5-bromo-3-(1-methylpiperidin-4-yl)-1-(triisopropylsilyl)-indole), C1(=CC=CC=C1)B(O)O (phenylboronic acid), C([O-])([O-])=O.[Na+].[Na+] (sodium carbonate). Reagents/catalysts: C=1C=CC(=CC1)[P](C=2C=CC=CC2)(C=3C=CC=CC3)[Pd]([P](C=4C=CC=CC4)(C=5C=CC=CC5)C=6C=CC=CC6)([P](C=7C=CC=CC7)(C=8C=CC=CC8)C=9C=CC=CC9)[P](C=1C=CC=CC1)(C=1C=CC=CC1)C=1C=CC=CC1 (tetrakis(triphenylphosphine)palladium(0)). Solvent: C(C)(=O)OCC (ethyl acetate), [Cl-].[Na+].O (brine), C1(=CC=CC=C1)C (toluene). Product: C1(=CC=CC=C1)C=1C=C2C(=CN(C2=CC1)[Si](C(C)C)(C(C)C)C(C)C)C1CCN(CC1)C (5-phenyl-3-(1-methylpiperidin-4-yl)-1-(triisopropylsilyl)-indole). Isolated yield 21.4%. As a reaction SMILES: Br[C:2]1[CH:3]=[C:4]2[C:8](=[CH:9][CH:10]=1)[N:7]([Si:11]([CH:18]([CH3:20])[CH3:19])([CH:15]([CH3:17])[CH3:16])[CH:12]([CH3:14])[CH3:13])[CH:6]=[C:5]2[CH:21]1[CH2:26][CH2:25][N:24]([CH3:27])[CH2:23][CH2:22]1.[C:28]1(B(O)O)[CH:33]=[CH:32][CH:31]=[CH:30][CH:29]=1.C(=O)([O-])[O-].[Na+].[Na+]>C1(C)C=CC=CC=1.C(OCC)(=O)C.[Cl-].[Na+].O.C1C=CC([P]([Pd]([P](C2C=CC=CC=2)(C2C=CC=CC=2)C2C=CC=CC=2)([P](C2C=CC=CC=2)(C2C=CC=CC=2)C2C=CC=CC=2)[P](C2C=CC=CC=2)(C2C=CC=CC=2)C2C=CC=CC=2)(C2C=CC=CC=2)C2C=CC=CC=2)=CC=1>[C:28]1([C:2]2[CH:3]=[C:4]3[C:8](=[CH:9][CH:10]=2)[N:7]([Si:11]([CH:18]([CH3:20])[CH3:19])([CH:15]([CH3:17])[CH3:16])[CH:12]([CH3:14])[CH3:13])[CH:6]=[C:5]3[CH:21]2[CH2:26][CH2:25][N:24]([CH3:27])[CH2:23][CH2:22]2)[CH:33]=[CH:32][CH:31]=[CH:30][CH:29]=1 |f:2.3.4,7.8.9,^1:62,64,83,102|. Procedure: A mixture of 5-bromo-3-(1-methylpiperidin-4-yl)-1-(triisopropylsilyl)-indole (0.600 g, 1.34 mmol), phenylboronic acid (0.171 g, 1.40 mmol), tetrakis(triphenylphosphine)palladium(0) (0.077 g, 0.067 mmol), and 2M aqueous sodium carbonate solution (2 mL) in toluene (15 mL) was heated at reflux overnight. The solution was allowed to cool to room temperature, diluted with ethyl acetate and brine, the organic phase was separated, dried over sodium sulfate, filtered and concentrated in vacuo. The resid...